This data is from the Open Reaction Database (ORD), a public repository of structured organic reaction records. The task is: describe an organic reaction: reactants, conditions, products, and yield Starting materials: CO (methanol), Cl (hydrogen chloride), N=1N=C(NC1)CCCCC(=O)OC (methyl 5-(4H-1,2,4-triazol-3-yl)pentanoate), [OH-].[Li+] (lithium hydroxide). Solvent: O (water), O1CCCC1 (tetrahydrofuran). Run at temperature 0 celsius. The product is N=1N=C(NC1)CCCCC(=O)O (5-(4H-1,2,4-triazol-3-yl)pentanoic acid). Isolated yield 346.4%. As a reaction SMILES: CO.[N:3]1[N:4]=[C:5]([CH2:8][CH2:9][CH2:10][CH2:11][C:12]([O:14]C)=[O:13])[NH:6][CH:7]=1.[OH-].[Li+].Cl>O.O1CCCC1>[N:3]1[N:4]=[C:5]([CH2:8][CH2:9][CH2:10][CH2:11][C:12]([OH:14])=[O:13])[NH:6][CH:7]=1 |f:2.3|. Procedure: Add methanol (3 mL), tetrahydrofuran (3 mL), and water (2 mL) to a flask containing methyl 5-(4H-1,2,4-triazol-3-yl)pentanoate (0.5 g; 1.0 equiv; 2.73 mmoles). Add lithium hydroxide (0.261 g; 4.0 equiv; 10.92 mmoles) in one portion, and stir at room temperature for 90 minutes. Cool the solution to 0° C. and add 5N hydrogen chloride (2.18 mL; 4.0 equiv; 10.92 mmoles) slowly. Concentrate the mixture and then azeotrope the residue with toluene (4×10 mL). Add dichloromethane (30 mL) followed by magn... Yields the product C(CCCCCCC)S=C(N)NC(=S)N (S-octyldithiobiuret). Reactants: NC(=S)NC(=S)N (dithiobiuret), C(CCCCCCC)Br (n-octyl bromide). Procedure details: The S-octyldithiobiuret was prepared as follows: To 135 g of dithiobiuret in 300 ml ethyleneglycol monomethyl ether were added 210 g of n-octyl bromide dropwise at 70°C. After 12 hours the solvent was distilled off at 12 mm. The residue was dissolved in toluene and hexane was added after which the mixture was cooled at 0°C. The solvent was decanted from the semicrystalline precipitate which was dissolved again in glacial acetic acid. The solution was poured on icewater and stirred for 2 hours. T... Solvent: COCCO (ethyleneglycol monomethyl ether). Reaction conditions: temperature 0 celsius, time 2 hour. RXN SMILES: [NH2:1][C:2]([NH:4][C:5]([NH2:7])=[S:6])=[S:3].[CH2:8](Br)[CH2:9][CH2:10][CH2:11][CH2:12][CH2:13][CH2:14][CH3:15]>COCCO>[CH2:8]([SH:3]=[C:2]([NH:4][C:5]([NH2:7])=[S:6])[NH2:1])[CH2:9][CH2:10][CH2:11][CH2:12][CH2:13][CH2:14][CH3:15].